Dataset: the Open Reaction Database (ORD), a public repository of structured organic reaction records. Task: describe an organic reaction: reactants, conditions, products, and yield Reactants: O=C([C@H]1[C@H](O)[C@H](O)[C@H](O1)CO)O (2,5-anhydroallonic acid), NC1=NC=NC(=C1N)N (4,5,6-triamino pyrimidine). Product: nucleoside, [C@@H]1([C@H](O)[C@H](O)[C@H](O1)CO)C1=NC2=NC=NC(=C2N1)N (8-β-D-ribofuranosyl adenine). As a reaction SMILES: O=[C:2](O)[C@@H:3]1[O:9][C@H:8]([CH2:10][OH:11])[C@@H:6]([OH:7])[C@H:4]1[OH:5].[NH2:13][C:14]1[C:19]([NH2:20])=[C:18]([NH2:21])[N:17]=[CH:16][N:15]=1>>[C@@H:3]1([C:2]2[NH:20][C:19]3[C:14](=[N:15][CH:16]=[N:17][C:18]=3[NH2:21])[N:13]=2)[O:9][C@H:8]([CH2:10][OH:11])[C@@H:6]([OH:7])[C@H:4]1[OH:5]. Procedure details: Hydrolysis of this product yielded 2,5-anhydroallonic acid and reaction of this acid with 4,5,6-triamino pyrimidine, after cyclization, yielded the nucleoside, 8-β-D-ribofuranosyl adenine.